This data is from the Open Reaction Database (ORD), a public repository of structured organic reaction records. The task is: describe an organic reaction: reactants, conditions, products, and yield Reactants: C(C)OC(=O)C=1C(C2=CC(=CC=C2C1C1=CC=CC=C1)OCCCC1=CC=CC=C1)=O (3-Phenyl-6-(3-phenylpropyloxy)-1-oxo-1H-indene-2-carboxylate ethyl ester), C1(=CC=C(C=C1)S(=O)(=O)O)C (p-toluene sulfonic acid). The solvent is CO (methanol). Product: COC(=O)C=1C(C2=CC(=CC=C2C1C1=CC=CC=C1)OCCCC1=CC=CC=C1)=O (3-phenyl-6-(3-phenylpropyloxy)-1-oxo-1H-indene-2-carboxylate methyl ester). Isolated yield 75.3%. RXN SMILES: [CH2:1]([O:3][C:4]([C:6]1[C:7](=[O:31])[C:8]2[C:13]([C:14]=1[C:15]1[CH:20]=[CH:19][CH:18]=[CH:17][CH:16]=1)=[CH:12][CH:11]=[C:10]([O:21][CH2:22][CH2:23][CH2:24][C:25]1[CH:30]=[CH:29][CH:28]=[CH:27][CH:26]=1)[CH:9]=2)=[O:5])C.C1(C)C=CC(S(O)(=O)=O)=CC=1>CO>[CH3:1][O:3][C:4]([C:6]1[C:7](=[O:31])[C:8]2[C:13]([C:14]=1[C:15]1[CH:20]=[CH:19][CH:18]=[CH:17][CH:16]=1)=[CH:12][CH:11]=[C:10]([O:21][CH2:22][CH2:23][CH2:24][C:25]1[CH:26]=[CH:27][CH:28]=[CH:29][CH:30]=1)[CH:9]=2)=[O:5]. Reported procedure: 3-Phenyl-6-(3-phenylpropyloxy)-1-oxo-1H-indene-2-carboxylate ethyl ester (1.65 g, 4.0 mmol) prepared in (Step 5) of Example 1 was dissolved in methanol (160 ml) and p-toluene sulfonic acid (228 mg, 1.2 mmol) was added thereto. The mixture was reacted for 1 hour at 70° C., and then washed with brine. The organic layer was extracted with ethyl acetate, dried over anhydrous sulfonate sulfate, concentrated, and the resulting residue was purified by silica gel column chromatography (ethyl acetate:hex... The reactants are CC(=O)OC(C)=O, COc1c(CC(=O)O)cccc1Oc1ccc(Cl)cc1, I, [Na+], O=S([O-])O. Yields the product O=C(O)Cc1cccc(Oc2ccc(Cl)cc2)c1O. RXN SMILES: [CH3:27][C:28]([O:29][C:30](=[O:31])[CH3:32])=[O:33].[CH3:2][O:3][c:4]1[c:5]([CH2:18][C:19](=[O:20])[OH:21])[cH:6][cH:7][cH:8][c:9]1[O:10][c:11]1[cH:12][cH:13][c:14]([Cl:17])[cH:15][cH:16]1.[IH:1].[Na+:26].[S:22]([O-:23])([OH:24])=[O:25]>>[OH:3][c:4]1[c:5]([CH2:18][C:19](=[O:20])[OH:21])[cH:6][cH:7][cH:8][c:9]1[O:10][c:11]1[cH:12][cH:13][c:14]([Cl:17])[cH:15][cH:16]1.